From a dataset of the Open Reaction Database (ORD), a public repository of structured organic reaction records. describe an organic reaction: reactants, conditions, products, and yield Reported procedure: A pressure tube containing copper (1) iodide (37.57 mg, 0.20 mmol), sodium iodide (591.42 mg, 3.95 mmol) and 4-(6-bromo-3-methyl-1H-indazol-1-yl)pyrimidin-2-amine (600 mg, 1.97 mmol) was flushed with nitrogen before the addition of 1,4-dioxane, DMF (3 ml each) and N,N′-dimethylethane-1,2-diamine (0.021 ml, 0.20 mmol). The vessel was sealed and stirred at 115° C. overnight. Reaction was cooled and added to ice water (15 ml) before extracting into DCM (2×20 mL). Combined organics were dried (Na2SO... Starting materials: ice water, O1CCOCC1 (1,4-dioxane), CNCCNC (N,N′-dimethylethane-1,2-diamine), [I-].[Na+] (sodium iodide), BrC1=CC=C2C(=NN(C2=C1)C1=NC(=NC=C1)N)C (4-(6-bromo-3-methyl-1H-indazol-1-yl)pyrimidin-2-amine). Yields the product IC1=CC=C2C(=NN(C2=C1)C1=NC(=NC=C1)N)C (4-(6-iodo-3-methylindazol-1-yl)pyrimidin-2-amine). Reagents/catalysts: [Cu]I (copper (1) iodide). Run at temperature 115 celsius, time 8 hour. The solvent is CN(C)C=O (DMF). RXN SMILES: [I-:1].[Na+].Br[C:4]1[CH:12]=[C:11]2[C:7]([C:8]([CH3:20])=[N:9][N:10]2[C:13]2[CH:18]=[CH:17][N:16]=[C:15]([NH2:19])[N:14]=2)=[CH:6][CH:5]=1.O1CCOCC1.CNCCNC>[Cu]I.CN(C=O)C>[I:1][C:4]1[CH:12]=[C:11]2[C:7]([C:8]([CH3:20])=[N:9][N:10]2[C:13]2[CH:18]=[CH:17][N:16]=[C:15]([NH2:19])[N:14]=2)=[CH:6][CH:5]=1 |f:0.1|. The reactants are C1(=CC=CC=C1)NC(=O)C#CC (N-phenyl-1-propynecarboxamide), P(Cl)(Cl)(Cl)(Cl)Cl (phosphorus pentachloride), C1(=CC=CC=C1)S (thiophenol), [H-].[Na+] (sodium hydride). The solvent is CN(C)C=O (DMF), C1(=CC=CC=C1)C (toluene), CN(C)C=O (DMF). Run at time 4 hour. Yields the product C1(=CC=CC=C1)N=C(C=C(C)SC1=CC=CC=C1)SC1=CC=CC=C1 (phenyl N-phenyl-3-(phenylthio)-2-butenimidothioate). Yield: 22.5%. As a reaction SMILES: [C:1]1([NH:7][C:8]([C:10]#[C:11][CH3:12])=O)[CH:6]=[CH:5][CH:4]=[CH:3][CH:2]=1.P(Cl)(Cl)(Cl)(Cl)Cl.[C:19]1([SH:25])[CH:24]=[CH:23][CH:22]=[CH:21][CH:20]=1.[H-].[Na+]>C1(C)C=CC=CC=1.CN(C=O)C>[C:1]1([N:7]=[C:8]([S:25][C:19]2[CH:24]=[CH:23][CH:22]=[CH:21][CH:20]=2)[CH:10]=[C:11]([S:25][C:19]2[CH:24]=[CH:23][CH:22]=[CH:21][CH:20]=2)[CH3:12])[CH:6]=[CH:5][CH:4]=[CH:3][CH:2]=1 |f:3.4|. Procedure: To a suspension of 0.76 g (4.8 mmol) of N-phenyl-1-propynecarboxamide in toluene (15 mL) was added 1.0 g (4.8 mmol) of phosphorus pentachloride at room temperature and stirred for 4 hours. After removal of the solvent, the residue was dissolved in DMF (15 mL). To a solution of 1.2 mL (12 mmol) of thiophenol in DMF (15 mL) was added 0.31 g (7.1 mmol) of sodium hydride (60% in oil) under ice cooling and stirred for 0.5 hours. The mixture was added to the above-described DMF solution of the residue...